This data is from the Open Reaction Database (ORD), a public repository of structured organic reaction records. The task is: describe an organic reaction: reactants, conditions, products, and yield The reactants are C1(CC1)N1C=C(C(C2=CC(=C(C=C12)F)F)=O)C(=O)O (1-cyclopropyl-6,7-difluoro-1,4-dihydro-4-oxoquinoline-3-carboxylic acid), C1CC12NCCNC2 (4,7-diazaspiro[2.5]octane), CS(=O)C (dimethyl sulfoxide). The solvent is C(C)N(CC)CC (triethylamine). Run at temperature 120 celsius. Yields the product C1(CC1)N1C=C(C(C2=CC(=C(C=C12)N1CCNC2(CC2)C1)F)=O)C(=O)O (1-Cyclopropyl-7-(4,7-diazaspiro[2.5]octan-7-yl)-6-fluoro-1,4-dihydro-4-oxoquinoline-3-carboxylic acid). Reaction SMILES: [CH:1]1([N:4]2[C:13]3[C:8](=[CH:9][C:10]([F:15])=[C:11](F)[CH:12]=3)[C:7](=[O:16])[C:6]([C:17]([OH:19])=[O:18])=[CH:5]2)[CH2:3][CH2:2]1.[CH2:20]1[C:22]2([CH2:27][NH:26][CH2:25][CH2:24][NH:23]2)[CH2:21]1.CS(C)=O>C(N(CC)CC)C>[CH:1]1([N:4]2[C:13]3[C:8](=[CH:9][C:10]([F:15])=[C:11]([N:26]4[CH2:27][C:22]5([CH2:20][CH2:21]5)[NH:23][CH2:24][CH2:25]4)[CH:12]=3)[C:7](=[O:16])[C:6]([C:17]([OH:19])=[O:18])=[CH:5]2)[CH2:3][CH2:2]1. Procedure details: 200 mg of 1-cyclopropyl-6,7-difluoro-1,4-dihydro-4-oxoquinoline-3-carboxylic acid and 200 mg of crude 4,7-diazaspiro[2.5]octane 25 were added to 10 ml of dimethyl sulfoxide followed by the addition of 0.3 ml of triethylamine. The mixture was heated on a bath of 120° C. for 2 hours. The solvent was then removed under reduced pressure and the residue was subjected to silica gel column chromatography, eluting with chloroform-methanol-water=15:3:1 (v/v). The crude product obtained from the fraction ...